Dataset: the Open Reaction Database (ORD), a public repository of structured organic reaction records. Task: describe an organic reaction: reactants, conditions, products, and yield Starting materials: [OH-].[Na+] (sodium hydroxide), II (iodine), C1(=CC=C(C=C1)C(C#C)(O)C1=CC(=CC=C1)Cl)C1=CC=CC=C1 (3-(4-biphenylyl)-3-(3-chlorophenyl)-1-propyn-3-ol). Run in CO (methanol). The product is C1(=CC=C(C=C1)C(C#CI)(O)C1=CC(=CC=C1)Cl)C1=CC=CC=C1 (3-(4-biphenylyl)-3-(3-chlorophenyl)-1-iodo-1-propyn-3-ol). Yield: 56.9%. RXN SMILES: [OH-].[Na+].[I:3]I.[C:5]1([C:22]2[CH:27]=[CH:26][CH:25]=[CH:24][CH:23]=2)[CH:10]=[CH:9][C:8]([C:11]([C:15]2[CH:20]=[CH:19][CH:18]=[C:17]([Cl:21])[CH:16]=2)([OH:14])[C:12]#[CH:13])=[CH:7][CH:6]=1>CO>[C:5]1([C:22]2[CH:23]=[CH:24][CH:25]=[CH:26][CH:27]=2)[CH:10]=[CH:9][C:8]([C:11]([C:15]2[CH:20]=[CH:19][CH:18]=[C:17]([Cl:21])[CH:16]=2)([OH:14])[C:12]#[C:13][I:3])=[CH:7][CH:6]=1 |f:0.1|. Procedure details: 40 ml of concentrated sodium hydroxide solution and 25.4 g (0.1 mol) of iodine were simultaneously introduced into a solution of 31.9 g (0.1 mol) of 3-(4-biphenylyl)-3-(3-chlorophenyl)-1-propyn-3-ol in 350 ml of methanol at 20° C., with slight external cooling and while stirring. The mixture was stirred for three hours and filtered to remove a slight turbidity and the filtrate was stirred into 1,000 ml of water. The reaction product thereby separated out as a semi-solid mass. The supernatant liq...